From a dataset of the Open Reaction Database (ORD), a public repository of structured organic reaction records. describe an organic reaction: reactants, conditions, products, and yield Reactants: O (water), C(=O)(N1C=NC=C1)N1C=NC=C1 (1,1'-carbonyldiimidazole), C(=O)(O)CCSC1C2=C(OCC3=C1C=CC=C3)C=CC(=C2)OCC2=NC3=CC(=CC=C3C=C2)Cl (11-(2-carboxyethylthio)-2-(7-chloroquinolin-2-yl)methoxy-6,11-dihydrodibenz[b,e]oxepine), N (ammonia). The solvent is O1CCCC1 (tetrahydrofuran). Reaction conditions: time 4 hour. The product is C(N)(=O)CCSC1C2=C(OCC3=C1C=CC=C3)C=CC(=C2)OCC2=NC3=CC(=CC=C3C=C2)Cl (11-(2-Carbamoylethylthio)-2-(7-chloroquinolin-2-yl)methoxy-6,11-dihydrodibenz[b,e]oxepine). Isolated yield 100.2%. Reaction SMILES: C(N1C=CN=C1)([N:3]1C=CN=C1)=O.[C:13]([CH2:16][CH2:17][S:18][CH:19]1[C:25]2[CH:26]=[CH:27][CH:28]=[CH:29][C:24]=2[CH2:23][O:22][C:21]2[CH:30]=[CH:31][C:32]([O:34][CH2:35][C:36]3[CH:45]=[CH:44][C:43]4[C:38](=[CH:39][C:40]([Cl:46])=[CH:41][CH:42]=4)[N:37]=3)=[CH:33][C:20]1=2)(O)=[O:14].N.O>O1CCCC1>[C:13]([CH2:16][CH2:17][S:18][CH:19]1[C:25]2[CH:26]=[CH:27][CH:28]=[CH:29][C:24]=2[CH2:23][O:22][C:21]2[CH:30]=[CH:31][C:32]([O:34][CH2:35][C:36]3[CH:45]=[CH:44][C:43]4[C:38](=[CH:39][C:40]([Cl:46])=[CH:41][CH:42]=4)[N:37]=3)=[CH:33][C:20]1=2)(=[O:14])[NH2:3]. Reported procedure: 0.98 g of 1,1'-carbonyldiimidazole was added to 1.99 g of 11-(2-carboxyethylthio)-2-(7-chloroquinolin-2-yl)methoxy-6,11-dihydrodibenz[b,e]oxepine obtained in Example 2 dissolved in 33 ml of tetrahydrofuran and the mixture was stirred at room temperature for 4 hours. Then, 4 ml of conc. aqueous ammonia was added to the mixture and the mixture was stirred at room temperature for 10 minutes. The reaction mixture was condensed under reduced pressure, water was added to the residue, crystals were col... The reactants are O (H2O), N1(CCN2C1=NC1=C2C=CC=C1)C1=CC=C(C=C1)N1C(NC=2C1=NC=CC2)=O (3-[4-(2,3-dihydro-1H-imidazo[1,2-a]benzimidazol-1-yl)phenyl]-1,3-dihydro-2H-imidazo[4,5-b]pyridin-2-one), C(C)I (ethyl iodide), [H-].[Na+] (sodium hydride). Run in CN(C)C=O (DMF). Run at temperature 0 celsius, time 1 hour. Yields the product N1(CCN2C1=NC1=C2C=CC=C1)C1=CC=C(C=C1)N1C(N(C=2C1=NC=CC2)CC)=O (3-[4-(2,3-dihydro-1H-imidazo[1,2-a]benzimidazol-1-yl)phenyl]-1-ethyl-1,3-dihydro-2H-imidazo[4,5-b]pyridin-2-one). As a reaction SMILES: [N:1]1([C:13]2[CH:18]=[CH:17][C:16]([N:19]3[C:23]4=[N:24][CH:25]=[CH:26][CH:27]=[C:22]4[NH:21][C:20]3=[O:28])=[CH:15][CH:14]=2)[C:5]2=[N:6][C:7]3[CH:12]=[CH:11][CH:10]=[CH:9][C:8]=3[N:4]2[CH2:3][CH2:2]1.[CH2:29](I)[CH3:30].[H-].[Na+].O>CN(C=O)C>[N:1]1([C:13]2[CH:18]=[CH:17][C:16]([N:19]3[C:23]4=[N:24][CH:25]=[CH:26][CH:27]=[C:22]4[N:21]([CH2:29][CH3:30])[C:20]3=[O:28])=[CH:15][CH:14]=2)[C:5]2=[N:6][C:7]3[CH:12]=[CH:11][CH:10]=[CH:9][C:8]=3[N:4]2[CH2:3][CH2:2]1 |f:2.3|. Reported procedure: To a mixture of 3-[4-(2,3-dihydro-1H-imidazo[1,2-a]benzimidazol-1-yl)phenyl]-1,3-dihydro-2H-imidazo[4,5-b]pyridin-2-one (150 mg) and ethyl iodide (0.1 mL) in DMF (4.0 mL) was added sodium hydride (62 mg) (60% in mineral oil) at 0° C. The mixture was stirred at 0° C. for 1 h, and then H2O was added. The precipitate was collected and washed with MeOH to give 3-[4-(2,3-dihydro-1H-imidazo[1,2-a]benzimidazol-1-yl)phenyl]-1-ethyl-1,3-dihydro-2H-imidazo[4,5-b]pyridin-2-one (23 mg) as white powder. The reactants are NCC=1C=C(C=CC1OC)CC(C(=O)OCC)OC(C)C (ethyl 3-[3-(aminomethyl)-4-methoxyphenyl]-2-isopropoxypropanoate), COC1=C(C(=O)O)C=CC(=C1)C(F)(F)F (2-methoxy-4-(trifluoromethyl)benzoic acid). Product: C(C)(C)OC(C(=O)O)CC1=CC(=C(C=C1)OC)CNC(C1=C(C=C(C=C1)C(F)(F)F)OC)=O (2-isopropoxy-3-[4-methoxy-3-({[2-methoxy-4-(trifluoromethyl)benzoyl]amino}methyl)phenyl]propanoic acid). Yield: 62.9%. As a reaction SMILES: [NH2:1][CH2:2][C:3]1[CH:4]=[C:5]([CH2:11][CH:12]([O:18][CH:19]([CH3:21])[CH3:20])[C:13]([O:15]CC)=[O:14])[CH:6]=[CH:7][C:8]=1[O:9][CH3:10].[CH3:22][O:23][C:24]1[CH:32]=[C:31]([C:33]([F:36])([F:35])[F:34])[CH:30]=[CH:29][C:25]=1[C:26](O)=[O:27]>>[CH:19]([O:18][CH:12]([CH2:11][C:5]1[CH:6]=[CH:7][C:8]([O:9][CH3:10])=[C:3]([CH2:2][NH:1][C:26](=[O:27])[C:25]2[CH:29]=[CH:30][C:31]([C:33]([F:35])([F:36])[F:34])=[CH:32][C:24]=2[O:23][CH3:22])[CH:4]=1)[C:13]([OH:15])=[O:14])([CH3:20])[CH3:21]. Procedure details: 0.15 g of ethyl 3-[3-(aminomethyl)-4-methoxyphenyl]-2-isopropoxypropanoate and 0.24 g of 2-methoxy-4-(trifluoromethyl)benzoic acid were treated in the same manners as in Example 19d) and then in Example 1d), to give 0.15 g of 2-isopropoxy-3-[4-methoxy-3-({[2-methoxy-4-(trifluoromethyl)benzoyl]amino}methyl)phenyl]propanoic acid as a pale yellow oil. Run in CN(C=O)C (N,N-dimethylformamide). Yield: 18.6%. Reaction conditions: temperature 0 celsius, time 30 minute. Reaction SMILES: [H-].[Na+].[Cl:3][C:4]1[CH:5]=[C:6]([CH:20]=[C:21]([Cl:23])[CH:22]=1)[O:7][C:8]1[C:9]([CH2:18][CH3:19])=[N:10][N:11]([CH2:15][CH2:16][OH:17])[C:12]=1[CH2:13][CH3:14].Cl.Cl[CH2:26][CH2:27][NH2:28]>CN(C)C=O>[Cl:3][C:4]1[CH:5]=[C:6]([CH:20]=[C:21]([Cl:23])[CH:22]=1)[O:7][C:8]1[C:9]([CH2:18][CH3:19])=[N:10][N:11]([CH2:15][CH2:16][O:17][CH2:26][CH2:27][NH2:28])[C:12]=1[CH2:13][CH3:14] |f:0.1,3.4|. Procedure details: Sodium hydride (60% dispersion in oil, 24 mg, 0.600 mmol) was added to a stirred solution of the pyrazole of Example 2 (100 mg, 0.303 mmol) in dry N,N-dimethylformamide (4 ml) at 0° C. under nitrogen. The mixture was stirred at 0° C. for 30 minutes and 2-chloroethylamine hydrochloride (53 mg, 0.455 mmol) was added. The reaction mixture was stirred at 0° C. for 30 minutes and then stirred at room temperature for 30 minutes. The reaction was cooled to 0° C., further sodium hydride (60% dispersion ... Starting materials: [H-].[Na+] (Sodium hydride), ClC=1C=C(OC=2C(=NN(C2CC)CCO)CC)C=C(C1)Cl (2-[4-(3,5-Dichlorophenoxy)-3,5-diethyl-1H-pyrazol-1-yl]ethanol), Cl.ClCCN (2-chloroethylamine hydrochloride), [H-].[Na+] (sodium hydride), Cl.ClCCN (2-chloroethylamine hydrochloride). Product: ClC=1C=C(OC=2C(=NN(C2CC)CCOCCN)CC)C=C(C1)Cl (2-{2-[4-(3,5-Dichlorophenoxy)-3,5-diethyl-1H-pyrazol-1-yl)ethoxy}ethanamine). Reactants: CO (methanol), [Na] (sodium), ClC(=O)C1=CN(C2=NC=CC=C21)C=2C1=C(N=CN2)N(C=C1)C (3-chlorocarbonyl-1-(7-methyl-7H-pyrrolo[2,3-d]pyrimidin-4-yl)-1H-pyrrolo[2,3-b]pyridine), Cl.NC(=N)N (guanidine hydrochloride). Run in ClCCl (dichloromethane). Run at temperature 20 celsius, time 1.5 hour. Yields the product CN1C=CC2=C1N=CN=C2N2C=C(C=1C2=NC=CC1)C(=O)NC(=N)N (N-[1-(7-methyl-7H-pyrrolo[2,3-d]pyrimidin-4-yl)-1H-pyrrolo[2,3-b]pyridine-3-carbonyl]-guanidine). Yield: 42.1%. RXN SMILES: CO.[Na].Cl.[NH2:5][C:6]([NH2:8])=[NH:7].Cl[C:10]([C:12]1[C:20]2[C:15](=[N:16][CH:17]=[CH:18][CH:19]=2)[N:14]([C:21]2[C:22]3[CH:29]=[CH:28][N:27]([CH3:30])[C:23]=3[N:24]=[CH:25][N:26]=2)[CH:13]=1)=[O:11]>ClCCl>[CH3:30][N:27]1[C:23]2[N:24]=[CH:25][N:26]=[C:21]([N:14]3[C:15]4=[N:16][CH:17]=[CH:18][CH:19]=[C:20]4[C:12]([C:10]([NH:7][C:6]([NH2:8])=[NH:5])=[O:11])=[CH:13]3)[C:22]=2[CH:29]=[CH:28]1 |f:2.3,^1:2|. Reported procedure: To 40 cm3 of methanol at about 20° C. under argon atmosphere, was added portionwise 0.36 g (16 mmol) of sodium. Then, after total consumption of the latter, 1.5 g (16 mmol) of guanidine hydrochloride were added. The reaction mixture was stirred at about 20° C. for 1.5 hours and filtered. The precipitate was washed with 5 cm3 of methanol and the combined filtrates were concentrated to dryness in vacuo (2.7 kPa). The residue was diluted in 30 cm3 of dichloromethane and concentrated to dryness in v...